From a dataset of the Open Reaction Database (ORD), a public repository of structured organic reaction records. describe an organic reaction: reactants, conditions, products, and yield Run at temperature 0 celsius, time 15 minute. Procedure: To a mixture of NaH (4.8 mg, 0.1 mmol) in THF (0.5 mL) cooled to 0° C. was added (3-[(S)-1-(2H-indazol-5-yl)-ethyl]-6-(1-methyl-1H-pyrazol-4-yl)-imidazo[1,2-b]pyridazine (Example 195, 34.3 mg, 0.10 mmol). The RM was allowed to warm up to rt and stirred 15 min. Then it was cooled down again and methyliodide (21.3 mg, 0.150 mmol) was added dropwise. The RM was allowed to warm up to rt and stirred for 5 h. It was then taken into DCM and brine, extracted, and the organics were joined dried over MgSO... RXN SMILES: [H-].[Na+].[N:3]1[NH:4][CH:5]=[C:6]2[C:11]=1[CH:10]=[CH:9][C:8]([C@@H:12]([C:14]1[N:18]3[N:19]=[C:20]([C:23]4[CH:24]=[N:25][N:26]([CH3:28])[CH:27]=4)[CH:21]=[CH:22][C:17]3=[N:16][CH:15]=1)[CH3:13])=[CH:7]2.CI.[CH2:31](Cl)Cl>C1COCC1.[Cl-].[Na+].O>[CH3:31][N:3]1[C:11]2[C:6](=[CH:7][C:8]([C@@H:12]([C:14]3[N:18]4[N:19]=[C:20]([C:23]5[CH:24]=[N:25][N:26]([CH3:28])[CH:27]=5)[CH:21]=[CH:22][C:17]4=[N:16][CH:15]=3)[CH3:13])=[CH:9][CH:10]=2)[CH:5]=[N:4]1 |f:0.1,6.7.8|. Reactants: N=1NC=C2C=C(C=CC12)[C@H](C)C1=CN=C2N1N=C(C=C2)C=2C=NN(C2)C (3-[(S)-1-(2H-indazol-5-yl)-ethyl]-6-(1-methyl-1H-pyrazol-4-yl)-imidazo[1,2-b]pyridazine), C(Cl)Cl (DCM), [H-].[Na+] (NaH), CI (methyliodide). The product is CN1N=CC2=CC(=CC=C12)[C@H](C)C1=CN=C2N1N=C(C=C2)C=2C=NN(C2)C (3-[(S)-1-(1-Methyl-1H-indazol-5-yl)-ethyl]-6-(1-methyl-1H-pyrazol-4-yl)-imidazo[1,2-b]pyridazine). Solvent: C1CCOC1 (THF), [Cl-].[Na+].O (brine). The reactants are stannous chloride, NC=1C(=CC2=C(N(C(CO2)=O)CC#C)C1)F (6-amino-7-fluoro-4-propargyl-2H-1,4-benzoxazin-3(4H)-one), N(=O)[O-].[Na+] (sodium nitrite), resultant mixture, [OH-].[Na+] (sodium hydroxide). Run in Cl (hydrochloric acid), Cl (hydrochloric acid). Run at time 2 hour. The product is FC1=CC2=C(N(C(CO2)=O)CC#C)C=C1NN (7-fluoro-4-propargyl-2H-1,4-benzoxazin-3(4H)-on-6-ylhydrazine). Yield: 59.1%. As a reaction SMILES: [NH2:1][C:2]1[C:3]([F:16])=[CH:4][C:5]2[O:10][CH2:9][C:8](=[O:11])[N:7]([CH2:12][C:13]#[CH:14])[C:6]=2[CH:15]=1.[N:17]([O-])=O.[Na+].[OH-].[Na+]>Cl>[F:16][C:3]1[C:2]([NH:1][NH2:17])=[CH:15][C:6]2[N:7]([CH2:12][C:13]#[CH:14])[C:8](=[O:11])[CH2:9][O:10][C:5]=2[CH:4]=1 |f:1.2,3.4|. Reported procedure: A suspension of 6-amino-7-fluoro-4-propargyl-2H-1,4-benzoxazin-3(4H)-one (13.0 g) in conc. hydrochloric acid (70 g) was cooled to 0° to 5° C., and a saturated solution of sodium nitrite (5.1 g) was dropwise added thereto at 0° to 5° C., followed by stirring for 2 hours. The resultant mixture was cooled to -30° C., and a solution of anhydrous stannous chloride (28.1 g) in conc. hydrochloric acid (30 g) was added thereto at once, followed by stirring at 0° to 5° C. for 3 hours. Celite (50 g) was a... Reactants: N (ammonia), [Na] (Sodium), product, C(C)(C)(C)O (tert-butanol), N (ammonia), C(C)(=O)OCC.CCCCCC (ethyl acetate hexane), N (ammonia), [Na] (sodium). The solvent is O (water), C1CCOC1 (THF). Run at temperature -78 celsius, time 1.5 hour. Product: NC=1C=CC=C2CCC(CC12)O (8-amino-1,2,3,4-tetrahydronaphthalen-2-ol). The yield is 53.0%. As a reaction SMILES: [C:1](O)([CH3:4])(C)C.[NH3:6].[Na].C([O:11][CH2:12][CH3:13])(=O)C.[CH3:14][CH2:15][CH2:16][CH2:17][CH2:18][CH3:19]>C1COCC1.O>[NH2:6][C:16]1[CH:15]=[CH:14][CH:19]=[C:18]2[C:17]=1[CH2:13][CH:12]([OH:11])[CH2:4][CH2:1]2 |f:3.4,^1:6|. Procedure details: To a solution of step-c product (23 g, 0.08 mol) in THF (253 ml, 11 times), tert-butanol (5.93 g (7.54 ml), 0.08 mol, 2.9 eq) was added. Condensed ammonia solution (3.9 ltrs, 170 times) was added (Condensed with the help of ammonia cylinder at −78° C. for 2 hrs). Sodium metal (5.51 g, 0.23 mol, 2.99 eq) was added portion wise (Reaction mixture colour changed during the addition sodium White-Blue—Disappearance of color) at −78° C. The overall reaction mass was stirred for 1.5 hrs at −78° C. and a... Starting materials: CCNCc1ccc(-c2cc(C(N)=O)c3[nH]cc(C4CCN(S(=O)(=O)CC)CC4)c3c2)s1, CC(C)(C)CN, O=Cc1ccc(B(O)O)s1. Yields the product CC(C)(C)CNCc1ccc(B(O)O)s1. RXN SMILES: [CH2:1]([NH:2][CH2:3][c:4]1[s:5][c:6](-[c:7]2[cH:8][c:9]3[c:10]([c:11]([C:12]([NH2:13])=[O:14])[cH:15]2)[nH:16][cH:17][c:18]3[CH:19]2[CH2:20][CH2:21][N:22]([S:23]([CH2:24][CH3:25])(=[O:26])=[O:27])[CH2:28][CH2:29]2)[cH:30][cH:31]1)[CH3:32].[CH3:43][C:44]([CH2:45][NH2:46])([CH3:47])[CH3:48].[CH:33](=[O:34])[c:35]1[cH:36][cH:37][c:38]([B:40]([OH:41])[OH:42])[s:39]1>>[CH2:33]([c:35]1[cH:36][cH:37][c:38]([B:40]([OH:41])[OH:42])[s:39]1)[NH:46][CH2:45][C:44]([CH3:43])([CH3:47])[CH3:48]. The reactants are C(C)OC(CCCCCOC1=C(C=CC(=C1)C=CC=1C(OC(C1C#N)=C(C#N)C#N)(C)C)N)=O (6-{2-amino-5-[2-(4-cyano-5-dicyanomethylene-2,2-dimethyl-2,5-dihydro-furan-3-yl)-vinyl]-phenoxy}-hexanoic acid ethyl ester), Cl (HCl), C([O-])(O)=O.[Na+] (sodium bicarbonate), O (water). The solvent is C(C)(=O)O (acetic acid). Conditions: time 16 hour. Yields the product NC1=C(OCCCCCC(=O)O)C=C(C=C1)C=CC=1C(OC(C1C#N)=C(C#N)C#N)(C)C (6-{2-amino-5-[2-(4-cyano-5-dicyanomethylene-2,2-dimethyl-2,5-dihydro-furan-3-yl)-vinyl]-phenoxy}-hexanoic acid). Yield: 74.9%. Reaction SMILES: C([O:3][C:4](=[O:34])[CH2:5][CH2:6][CH2:7][CH2:8][CH2:9][O:10][C:11]1[CH:16]=[C:15]([CH:17]=[CH:18][C:19]2[C:20]([CH3:32])([CH3:31])[O:21][C:22](=[C:26]([C:29]#[N:30])[C:27]#[N:28])[C:23]=2[C:24]#[N:25])[CH:14]=[CH:13][C:12]=1[NH2:33])C.Cl.O.C(=O)(O)[O-].[Na+]>C(O)(=O)C>[NH2:33][C:12]1[CH:13]=[CH:14][C:15]([CH:17]=[CH:18][C:19]2[C:20]([CH3:32])([CH3:31])[O:21][C:22](=[C:26]([C:29]#[N:30])[C:27]#[N:28])[C:23]=2[C:24]#[N:25])=[CH:16][C:11]=1[O:10][CH2:9][CH2:8][CH2:7][CH2:6][CH2:5][C:4]([OH:34])=[O:3] |f:3.4|. Procedure details: To a solution of 6-{2-amino-5-[2-(4-cyano-5-dicyanomethylene-2,2-dimethyl-2,5-dihydro-furan-3-yl)-vinyl]-phenoxy}-hexanoic acid ethyl ester (0.33 g, 0.71 mmol), in acetic acid (6 ml) was added 5 mls of 6M HCl. The mixture was allowed to stir at room temperature for 16 hours. After being poured into 50 mls of water, it was neutralized with a solution of saturated sodium bicarbonate and extracted with ethyl acetate. Both phases of the separatory funnel remained highly colored so solid sodium chlor... Starting materials: OC1=CC=C(C=C1)C1=CC(=CC=C1)CC1CCC=2NC(=CC21)C(=O)OC (methyl 4-((4′-hydroxybiphenyl-3-yl)methyl)-1,4,5,6-tetrahydrocyclopenta[b]pyrrole-2-carboxylate), [OH-].[Li+] (lithium hydroxide), CO (methanol). Solvent: C1CCOC1 (THF). Product: OC1=CC=C(C=C1)C1=CC(=CC=C1)CC1CCC=2NC(=CC21)C(=O)O (4-((4′-hydroxybiphenyl-3-yl)methyl)-1,4,5,6-tetrahydrocyclopenta[b]pyrrole-2-carboxylic acid). The yield is 51.0%. RXN SMILES: [OH:1][C:2]1[CH:7]=[CH:6][C:5]([C:8]2[CH:13]=[CH:12][CH:11]=[C:10]([CH2:14][CH:15]3[C:22]4[CH:21]=[C:20]([C:23]([O:25]C)=[O:24])[NH:19][C:18]=4[CH2:17][CH2:16]3)[CH:9]=2)=[CH:4][CH:3]=1.[OH-].[Li+].CO>C1COCC1>[OH:1][C:2]1[CH:7]=[CH:6][C:5]([C:8]2[CH:13]=[CH:12][CH:11]=[C:10]([CH2:14][CH:15]3[C:22]4[CH:21]=[C:20]([C:23]([OH:25])=[O:24])[NH:19][C:18]=4[CH2:17][CH2:16]3)[CH:9]=2)=[CH:4][CH:3]=1 |f:1.2|. Procedure: The title compound was synthesized from methyl 4-((4′-hydroxybiphenyl-3-yl)methyl)-1,4,5,6-tetrahydrocyclopenta[b]pyrrole-2-carboxylate (0.044 g, 0.13 mmol) and lithium hydroxide (0.055 g, 1.31 mmol in 1 mL water), according to General Procedure 7. A 1:1 mixture of methanol (MeOH) and THF (2 mL) was used. The resulting product was purified by reverse phase HPLC, eluting with a gradient of 40-100% MeOH: water (with 0.1% formic acid) to afford a light pink solid: 21.7 mg, 51% yield. 1H NMR (400 MH... Starting materials: BrC1=CC=C2C(=C(N(C(C2=C1)=O)C)C(C(=O)OC)OC(C)(C)C)C1=CC(=C(C=C1)C)C (methyl 2-(7-bromo-4-(3,4-dimethylphenyl)-2-methyl-1-oxo-1,2-dihydroisoquinolin-3-yl)-2-(tert-butoxy)acetate), [Br-].C(C(C)C)[Zn+] (isobutylzinc(II) bromide). Yields the product CC(C)(C)OC(C(=O)O)C=1N(C(C2=CC(=CC=C2C1C1=CC(=C(C=C1)C)C)CC(C)C)=O)C ([(1,1-dimethylethyl)oxy][4-(3,4-dimethylphenyl)-2-methyl-7-(2-methylpropyl)-1-oxo-1,2-dihydro-3-isoquinolinyl]acetic acid), solid. Yield: 37.0%. RXN SMILES: Br[C:2]1[CH:11]=[C:10]2[C:5]([C:6]([C:24]3[CH:29]=[CH:28][C:27]([CH3:30])=[C:26]([CH3:31])[CH:25]=3)=[C:7]([CH:14]([O:19][C:20]([CH3:23])([CH3:22])[CH3:21])[C:15]([O:17]C)=[O:16])[N:8]([CH3:13])[C:9]2=[O:12])=[CH:4][CH:3]=1.[Br-].[CH2:33]([Zn+])[CH:34]([CH3:36])[CH3:35]>>[CH3:23][C:20]([O:19][CH:14]([C:7]1[N:8]([CH3:13])[C:9](=[O:12])[C:10]2[C:5]([C:6]=1[C:24]1[CH:29]=[CH:28][C:27]([CH3:30])=[C:26]([CH3:31])[CH:25]=1)=[CH:4][CH:3]=[C:2]([CH2:33][CH:34]([CH3:36])[CH3:35])[CH:11]=2)[C:15]([OH:17])=[O:16])([CH3:21])[CH3:22] |f:1.2|. Procedure: The title compound was prepared in two steps in a manner similar to that described in Example 171 from methyl 2-(7-bromo-4-(3,4-dimethylphenyl)-2-methyl-1-oxo-1,2-dihydroisoquinolin-3-yl)-2-(tert-butoxy)acetate and isobutylzinc(II) bromide and was isolated as a white solid (11.7 mg, 37%) after reverse phase chromatography: 1H NMR (400 MHz, CHLOROFORM-d) δ=8.27 (s, 1 H), 7.42-7.22 (m, 3 H), 7.16-7.00 (m, 2 H), 5.35 (m, 1 H), 3.70 (s, 3 H), 2.61 (m, 2 H), 2.36 (m, 3 H), 2.32 (m, 3 H), 2.00-1.85 (m...